describe an organic reaction: reactants, conditions, products, and yield From a dataset of the Open Reaction Database (ORD), a public repository of structured organic reaction records. Isolated yield 121.8%. As a reaction SMILES: [CH2:1]([O:8][C:9]1[CH:14]=[CH:13][C:12](Br)=[CH:11][CH:10]=1)[C:2]1[CH:7]=[CH:6][CH:5]=[CH:4][CH:3]=1.C([Li])CCC.[C:21]1([C@H:27]([N:29]2[CH2:34][CH2:33][C:32](=[O:35])[CH2:31][CH2:30]2)[CH3:28])[CH:26]=[CH:25][CH:24]=[CH:23][CH:22]=1>C1COCC1.CCCCCC>[CH2:1]([O:8][C:9]1[CH:14]=[CH:13][C:12]([C:32]2([OH:35])[CH2:33][CH2:34][N:29]([C@@H:27]([C:21]3[CH:26]=[CH:25][CH:24]=[CH:23][CH:22]=3)[CH3:28])[CH2:30][CH2:31]2)=[CH:11][CH:10]=1)[C:2]1[CH:7]=[CH:6][CH:5]=[CH:4][CH:3]=1. Conditions: temperature -75 celsius, time 1 hour. Product: C(C1=CC=CC=C1)OC1=CC=C(C=C1)C1(CCN(CC1)[C@H](C)C1=CC=CC=C1)O ((R)-4-(4-benzyloxy-phenyl)-1-(1-phenyl-ethyl)-piperidin-4-ol). Reported procedure: 175.2 g (666 mmol) of 4-benzyloxybromobenzene was dissolved in 1.4 L dry THF (MS 4 A) under argon. The solution was cooled to −75° C. and a solution of 416 mL 1.6 M butyllithium (666 mmol) in hexane was added during 40 min. After stirring for 1 h a solution of 113 g (555 mmol) (R)-1-(1-phenyl-ethyl)-piperidin-4-one in 400 mL dry THF was added during 1 h at −75° C. The mixture was stirred for another 1 h and, after heating to room temperature, poured into 1.5 L of ice water. The mixture was extra... Solvent: CCCCCC (hexane), C1CCOC1 (THF), C1CCOC1 (THF). The reactants are C(CCC)[Li] (butyllithium), C1(=CC=CC=C1)[C@@H](C)N1CCC(CC1)=O ((R)-1-(1-phenyl-ethyl)-piperidin-4-one), ice water, C(C1=CC=CC=C1)OC1=CC=C(C=C1)Br (4-benzyloxybromobenzene). Reactants: CCCc1ccccc1N(CC1CN(Cc2ccccc2)CCO1)C(C)=O, CCCc1ccccc1N(CC1CN(Cc2ccccc2)CCO1)C(C)=O, Cc1ccccc1, Cl, O=C(Cl)Oc1ccccc1. Product: CCCc1ccccc1N(CC1CN(C(=O)Oc2ccccc2)CCO1)C(C)=O. Reaction SMILES: [C:1]([CH3:2])(=[O:3])[N:4]([c:5]1[c:6]([CH2:11][CH2:12][CH3:13])[cH:7][cH:8][cH:9][cH:10]1)[CH2:14][CH:15]1[O:16][CH2:17][CH2:18][N:19]([CH2:21][c:22]2[cH:23][cH:24][cH:25][cH:26][cH:27]2)[CH2:20]1.[C:29]([N:30]([CH2:31][CH:32]1[CH2:33][N:34]([CH2:35][c:36]2[cH:37][cH:38][cH:39][cH:40][cH:41]2)[CH2:42][CH2:43][O:44]1)[c:45]1[cH:46][cH:47][cH:48][cH:49][c:50]1[CH2:51][CH2:52][CH3:53])(=[O:54])[CH3:55].[CH3:66][c:67]1[cH:68][cH:69][cH:70][cH:71][cH:72]1.[ClH:28].[c:56]1([O:62][C:63](=[O:64])[Cl:65])[cH:57][cH:58][cH:59][cH:60][cH:61]1>>[C:1]([CH3:2])(=[O:3])[N:4]([c:5]1[c:6]([CH2:11][CH2:12][CH3:13])[cH:7][cH:8][cH:9][cH:10]1)[CH2:14][CH:15]1[O:16][CH2:17][CH2:18][N:19]([C:63]([O:62][c:56]2[cH:57][cH:58][cH:59][cH:60][cH:61]2)=[O:64])[CH2:20]1. Procedure details: In a manner similar to Example 4(c), by reaction of 3 g (12.9 mmol) of 5,6,7,8-tetrahydro-5,5,8,8-tetramethyl-2-naphthoic acid with 2.65 g (12.9 mmol) of allyl 4-(1-hydroxyethyl)benzoate, 2.8 g (52%) of the expected allyl ester are obtained in the form of a slightly yellow oil. Starting materials: CC1(C=2C=CC(=CC2C(CC1)(C)C)C(=O)O)C (5,6,7,8-tetrahydro-5,5,8,8-tetramethyl-2-naphthoic acid), OC(C)C1=CC=C(C(=O)OCC=C)C=C1 (allyl 4-(1-hydroxyethyl)benzoate), allyl ester. Product: CC1(C=2C=CC(=CC2C(CC1)(C)C)C(=O)OC(C)C1=CC=C(C(=O)OCC=C)C=C1)C (Allyl 4-[1-(5,6,7,8-tetrahydro-5,5,8,8-tetramethyl-2-naphthoyloxy)ethyl]benzoate). As a reaction SMILES: [CH3:1][C:2]1([CH3:17])[CH2:11][CH2:10][C:9]([CH3:13])([CH3:12])[C:8]2[CH:7]=[C:6]([C:14]([OH:16])=[O:15])[CH:5]=[CH:4][C:3]1=2.O[CH:19]([C:21]1[CH:32]=[CH:31][C:24]([C:25]([O:27][CH2:28][CH:29]=[CH2:30])=[O:26])=[CH:23][CH:22]=1)[CH3:20]>>[CH3:1][C:2]1([CH3:17])[CH2:11][CH2:10][C:9]([CH3:12])([CH3:13])[C:8]2[CH:7]=[C:6]([C:14]([O:16][CH:19]([C:21]3[CH:32]=[CH:31][C:24]([C:25]([O:27][CH2:28][CH:29]=[CH2:30])=[O:26])=[CH:23][CH:22]=3)[CH3:20])=[O:15])[CH:5]=[CH:4][C:3]1=2. As a reaction SMILES: [B:36]([Br:37])([Br:38])[Br:39].[CH2:40]([Cl:41])[Cl:42].[CH3:1][O:2][CH2:3][CH2:4][CH:5]([O:6][c:7]1[cH:8][cH:9][c:10]([NH:13][C:14](=[O:15])[CH:16]2[CH2:17][CH2:18][N:19]([S:22](=[O:23])(=[O:24])[c:25]3[cH:26][cH:27][c:28]([CH3:31])[cH:29][cH:30]3)[CH2:20][CH2:21]2)[cH:11][cH:12]1)[C:32]([F:33])([F:34])[F:35]>>[OH:2][CH2:3][CH2:4][CH:5]([O:6][c:7]1[cH:8][cH:9][c:10]([NH:13][C:14](=[O:15])[CH:16]2[CH2:17][CH2:18][N:19]([S:22](=[O:23])(=[O:24])[c:25]3[cH:26][cH:27][c:28]([CH3:31])[cH:29][cH:30]3)[CH2:20][CH2:21]2)[cH:11][cH:12]1)[C:32]([F:33])([F:34])[F:35]. Reactants: BrB(Br)Br, ClCCl, COCCC(Oc1ccc(NC(=O)C2CCN(S(=O)(=O)c3ccc(C)cc3)CC2)cc1)C(F)(F)F. Yields the product Cc1ccc(S(=O)(=O)N2CCC(C(=O)Nc3ccc(OC(CCO)C(F)(F)F)cc3)CC2)cc1. The reactants are CN(C=1SC=CN1)CCO (2-[N-methyl-N-(2-thiazolyl)amino]ethanol), FC1=CC=C(C=O)C=C1 (4-fluorobenzaldehyde). Product: CN(C=1SC=CN1)CCOC1=CC=C(C=O)C=C1 (4-[2-(N-Methyl-N-(2-thiazolyl)amino)ethoxy]benzaldehyde). As a reaction SMILES: [CH3:1][N:2]([CH2:8][CH2:9][OH:10])[C:3]1[S:4][CH:5]=[CH:6][N:7]=1.F[C:12]1[CH:19]=[CH:18][C:15]([CH:16]=[O:17])=[CH:14][CH:13]=1>>[CH3:1][N:2]([CH2:8][CH2:9][O:10][C:12]1[CH:19]=[CH:18][C:15]([CH:16]=[O:17])=[CH:14][CH:13]=1)[C:3]1[S:4][CH:5]=[CH:6][N:7]=1. Procedure: The title compound was prepared from 2-[N-methyl-N-(2-thiazolyl)amino]ethanol (10.7 g) and 4-fluorobenzaldehyde (15.9 g) by an analogous procedure to that described in Preparation 5. Reactants: C(C)(=O)OC=1C(=C(OCCCOC2=C(C=C(C(=O)OC3OCCCC3)C=C2)Br)C=CC1C(C)=O)CCC (tetrahydropyranyl 4-[3-(3-acetoxy-4-acetyl-2-propylphenoxy)propoxy]-3-bromobenzoate), Cl (HCl), C(Cl)(Cl)Cl (chloroform). Run in O1CCCC1 (tetrahydrofuran). Conditions: time 1 hour. Yields the product C(C)(=O)OC=1C(=C(OCCCOC2=C(C=C(C(=O)O)C=C2)Br)C=CC1C(C)=O)CCC (4-[3-(3-acetoxy-4-acetyl-2-propylphenoxy)propoxy]-3-bromobenzoic acid). Yield: 63.0%. As a reaction SMILES: [C:1]([O:4][C:5]1[C:6]([CH2:35][CH2:36][CH3:37])=[C:7]([CH:29]=[CH:30][C:31]=1[C:32](=[O:34])[CH3:33])[O:8][CH2:9][CH2:10][CH2:11][O:12][C:13]1[CH:27]=[CH:26][C:16]([C:17]([O:19]C2CCCCO2)=[O:18])=[CH:15][C:14]=1[Br:28])(=[O:3])[CH3:2].Cl.C(Cl)(Cl)Cl>O1CCCC1>[C:1]([O:4][C:5]1[C:6]([CH2:35][CH2:36][CH3:37])=[C:7]([CH:29]=[CH:30][C:31]=1[C:32](=[O:34])[CH3:33])[O:8][CH2:9][CH2:10][CH2:11][O:12][C:13]1[CH:27]=[CH:26][C:16]([C:17]([OH:19])=[O:18])=[CH:15][C:14]=1[Br:28])(=[O:3])[CH3:2]. Reported procedure: In tetrahydrofuran (10 ml) was dissolved tetrahydropyranyl 4-[3-(3-acetoxy-4-acetyl-2-propylphenoxy)propoxy]-3-bromobenzoate (1.3 g). To the solution was added 1N HCl (1 ml), which was left standing at room temperature for one hour, followed by addition of chloroform (60 ml). The mixture was washed with water sufficiently and dried with sodium sulfate. Then, the solvent was evaporated off. The residue was crystallized with isopropyl ether, followed by recrystallization from aqueous alcohol to gi... The reactants are CC(=O)O[BH-](OC(C)=O)OC(C)=O, O=C([O-])O, CC#N, ClCCl, Cl, O=C(NC1c2cc(N3CCNCC3)ccc2OCC1O)c1ccc(F)cc1, [Na+], [Na+], O=C1COC1. Product: O=C(NC1c2cc(N3CCN(C4COC4)CC3)ccc2OCC1O)c1ccc(F)cc1. Reaction SMILES: [C:1]([O:2][BH-:3]([O:4][C:5](=[O:6])[CH3:7])[O:8][C:9](=[O:10])[CH3:11])(=[O:12])[CH3:13].[C:48](=[O:49])([OH:50])[O-:51].[CH3:53][C:54]#[N:55].[Cl:56][CH2:57][Cl:58].[ClH:15].[F:16][c:17]1[cH:18][cH:19][c:20]([C:21](=[O:22])[NH:23][CH:24]2[CH:25]([OH:40])[CH2:26][O:27][c:28]3[cH:29][cH:30][c:31]([N:34]4[CH2:35][CH2:36][NH:37][CH2:38][CH2:39]4)[cH:32][c:33]32)[cH:41][cH:42]1.[Na+:14].[Na+:52].[O:43]1[CH2:44][C:45](=[O:47])[CH2:46]1>>[F:16][c:17]1[cH:18][cH:19][c:20]([C:21](=[O:22])[NH:23][CH:24]2[CH:25]([OH:40])[CH2:26][O:27][c:28]3[cH:29][cH:30][c:31]([N:34]4[CH2:35][CH2:36][N:37]([CH:45]5[CH2:44][O:43][CH2:46]5)[CH2:38][CH2:39]4)[cH:32][c:33]32)[cH:41][cH:42]1.